This data is from the Open Reaction Database (ORD), a public repository of structured organic reaction records. The task is: describe an organic reaction: reactants, conditions, products, and yield Reactants: CCCC(C)C, [Cl-], [Na+], [O-]CCCc1c[nH]cn1. Product: CC(C)CCCOCCCc1c[nH]cn1. As a reaction SMILES: [CH3:12][CH:13]([CH2:14][CH2:15][CH3:16])[CH3:17].[Cl-:11].[Na+:10].[nH:1]1[cH:2][n:3][c:4]([CH2:6][CH2:7][CH2:8][O-:9])[cH:5]1>>[nH:1]1[cH:2][n:3][c:4]([CH2:6][CH2:7][CH2:8][O:9][CH2:16][CH2:15][CH2:14][CH:13]([CH3:12])[CH3:17])[cH:5]1.